From a dataset of the Open Reaction Database (ORD), a public repository of structured organic reaction records. describe an organic reaction: reactants, conditions, products, and yield Product: C12C(C3CC(CC(C1)C3)C2)NC(=O)C=2C=NN(C2N(CC)CC)C (5-Diethylamino-1-methyl-1H-pyrazole-4-carboxylic acid adamantan-2-ylamide). Reaction SMILES: [CH:1]12[CH2:10][CH:5]3[CH2:6][CH:7]([CH2:9][CH:3]([CH2:4]3)[CH:2]1[NH:11][C:12]([C:14]1[CH:15]=[N:16][N:17]([CH3:20])[C:18]=1Cl)=[O:13])[CH2:8]2.[CH2:21]([NH:23][CH2:24][CH3:25])[CH3:22]>>[CH:1]12[CH2:10][CH:5]3[CH2:6][CH:7]([CH2:9][CH:3]([CH2:4]3)[CH:2]1[NH:11][C:12]([C:14]1[CH:15]=[N:16][N:17]([CH3:20])[C:18]=1[N:23]([CH2:24][CH3:25])[CH2:21][CH3:22])=[O:13])[CH2:8]2. Procedure details: Heating a mixture of 5-chloro-1-methyl-1H-pyrazole-4-carboxylic acid adamantan-2-ylamide (Example 5, 88 mg; 0.30 mmol) and diethylamine (0.32 mL; 3.1 mmol) under microwave irradiation according to the procedure described for Example 14 provided after purification by reverse phase HPLC, 5-diethylamino-1-methyl-1H-pyrazole-4-carboxylic acid adamantan-2-ylamide (16 mg, 16%) as an off-white powder. ES-MS m/e calcd for C19H31N4O (M+H+) 331, found 331. Starting materials: C12C(C3CC(CC(C1)C3)C2)NC(=O)C=2C=NN(C2Cl)C (5-chloro-1-methyl-1H-pyrazole-4-carboxylic acid adamantan-2-ylamide), C(C)NCC (diethylamine). Reactants: N1[C@H](C(=O)O)CCC1 (L-proline), CS(=O)[O-].[Na+] (sodium methanesulfinate), [OH-].[Na+] (sodium hydroxide), N1[C@H](C(=O)O)CCC1 (L-proline), CS(=O)[O-].[Na+] (sodium methanesulfinate), [OH-].[Na+] (sodium hydroxide), BrC=1C=C2C(=NC1)NC=C2CC=2C=CC(=NC2F)NCC=2C(=NC=C(C2)F)OC ([5-(5-bromo-1H-pyrrolo[2,3-b]pyridin-3-ylmethyl)-6-fluoro-pyridin-2-yl]-(5-fluoro-2-methoxy-pyridin-3-ylmethyl)-amine). Reagents/catalysts: [Cu]I (copper(I) iodide), [Cu]I (Copper(I) iodide). Run in [Cl-].[Na+].O (brine), C(C)(=O)OCC (ethyl acetate), CS(=O)C (dimethyl sulfoxide). Reaction conditions: temperature 100 celsius. Product: FC1=C(C=CC(=N1)NCC=1C(=NC=C(C1)F)OC)CC1=CNC2=NC=C(C=C21)S(=O)(=O)C ([6-fluoro-5-(5-methanesulfonyl-1H-pyrrolo[2,3-b]pyridin-3-ylmethyl)-pyridin-2-yl]-(5-fluoro-2-methoxy-pyridin-3-ylmethyl)-amine). As a reaction SMILES: Br[C:2]1[CH:3]=[C:4]2[C:10]([CH2:11][C:12]3[CH:13]=[CH:14][C:15]([NH:19][CH2:20][C:21]4[C:22]([O:28][CH3:29])=[N:23][CH:24]=[C:25]([F:27])[CH:26]=4)=[N:16][C:17]=3[F:18])=[CH:9][NH:8][C:5]2=[N:6][CH:7]=1.N1CCC[C@H]1C(O)=O.[CH3:38][S:39]([O-:41])=[O:40].[Na+].[OH-].[Na+]>CS(C)=O.[Cl-].[Na+].O.[Cu]I.C(OCC)(=O)C>[F:18][C:17]1[N:16]=[C:15]([NH:19][CH2:20][C:21]2[C:22]([O:28][CH3:29])=[N:23][CH:24]=[C:25]([F:27])[CH:26]=2)[CH:14]=[CH:13][C:12]=1[CH2:11][C:10]1[C:4]2[C:5](=[N:6][CH:7]=[C:2]([S:39]([CH3:38])(=[O:41])=[O:40])[CH:3]=2)[NH:8][CH:9]=1 |f:2.3,4.5,7.8.9|. Procedure: [5-(5-Bromo-1H-pyrrolo[2,3-b]pyridin-3-ylmethyl)-6-fluoro-pyridin-2-yl]-(5-fluoro-2-methoxy-pyridin-3-ylmethyl)-amine (P-1497, 1 equivalent) is dissolved in 5 mL of dimethyl sulfoxide in a sealable vial. Copper(I) iodide (0.2 equivalent), L-proline (0.2 equivalent), sodium methanesulfinate (175, 1.2 equivalents), and sodium hydroxide (0.2 equivalent) are added. The vial is sealed and heated at 100° C. overnight, then additional copper(I) iodide (0.2 equivalent), L-proline (0.2 equivalent), sodiu... Starting materials: ClCCCBr, Sc1ccc(Cl)cc1. The product is ClCCCSc1ccc(Cl)cc1. RXN SMILES: [Br:9][CH2:10][CH2:11][CH2:12][Cl:13].[Cl:1][c:2]1[cH:3][cH:4][c:5]([SH:8])[cH:6][cH:7]1>>[Cl:1][c:2]1[cH:3][cH:4][c:5]([S:8][CH2:10][CH2:11][CH2:12][Cl:13])[cH:6][cH:7]1. Reactants: CN(C)c1ccncc1, C(=NC1CCCCC1)=NC1CCCCC1, CC(C)N1CCC(NC(=O)c2nc3c(C(=O)O)cccc3n2Cc2cc(-c3ccc(Cl)s3)on2)CC1, CN(C)C=O, OCCO. Yields the product CC(C)N1CCC(NC(=O)c2nc3c(C(=O)OCCO)cccc3n2Cc2cc(-c3ccc(Cl)s3)on2)CC1. Reaction SMILES: [CH3:61][N:62]([c:63]1[cH:64][cH:65][n:66][cH:67][cH:68]1)[CH3:69].[CH:37]1([N:38]=[C:39]=[N:40][CH:41]2[CH2:42][CH2:43][CH2:44][CH2:45][CH2:46]2)[CH2:47][CH2:48][CH2:49][CH2:50][CH2:51]1.[Cl:1][c:2]1[cH:3][cH:4][c:5](-[c:7]2[cH:8][c:9]([CH2:12][n:13]3[c:14]([C:25]([NH:26][CH:27]4[CH2:28][CH2:29][N:30]([CH:33]([CH3:34])[CH3:35])[CH2:31][CH2:32]4)=[O:36])[n:15][c:16]4[c:17]3[cH:18][cH:19][cH:20][c:21]4[C:22](=[O:23])[OH:24])[n:10][o:11]2)[s:6]1.[O:56]=[CH:57][N:58]([CH3:59])[CH3:60].[OH:52][CH2:53][CH2:54][OH:55]>>[Cl:1][c:2]1[cH:3][cH:4][c:5](-[c:7]2[cH:8][c:9]([CH2:12][n:13]3[c:14]([C:25]([NH:26][CH:27]4[CH2:28][CH2:29][N:30]([CH:33]([CH3:34])[CH3:35])[CH2:31][CH2:32]4)=[O:36])[n:15][c:16]4[c:17]3[cH:18][cH:19][cH:20][c:21]4[C:22]([O:23][CH2:54][CH2:53][OH:52])=[O:24])[n:10][o:11]2)[s:6]1. The reactants are CCCCCCCNC(=O)N(C)c1cccc(-c2ccc(CC(Nc3ccccc3C(=O)c3ccccc3)C(=O)O)cc2)c1, CCCCO, ClCCl. The product is CCCCCCCNC(=O)N(C)c1cccc(-c2ccc(CC(Nc3ccccc3C(=O)c3ccccc3)C(=O)OCCCC)cc2)c1. Reaction SMILES: [C:6]([c:7]1[cH:8][cH:9][cH:10][cH:11][cH:12]1)(=[O:13])[c:14]1[c:15]([NH:20][CH:21]([C:22](=[O:23])[OH:24])[CH2:25][c:26]2[cH:27][cH:28][c:29](-[c:32]3[cH:33][c:34]([N:38]([C:39](=[O:40])[NH:41][CH2:42][CH2:43][CH2:44][CH2:45][CH2:46][CH2:47][CH3:48])[CH3:49])[cH:35][cH:36][cH:37]3)[cH:30][cH:31]2)[cH:16][cH:17][cH:18][cH:19]1.[CH2:1]([CH2:2][CH2:3][CH3:4])[OH:5].[Cl:50][CH2:51][Cl:52]>>[CH2:1]([CH2:2][CH2:3][CH3:4])[O:24][C:22]([CH:21]([NH:20][c:15]1[c:14]([C:6]([c:7]2[cH:8][cH:9][cH:10][cH:11][cH:12]2)=[O:13])[cH:19][cH:18][cH:17][cH:16]1)[CH2:25][c:26]1[cH:27][cH:28][c:29](-[c:32]2[cH:33][c:34]([N:38]([C:39](=[O:40])[NH:41][CH2:42][CH2:43][CH2:44][CH2:45][CH2:46][CH2:47][CH3:48])[CH3:49])[cH:35][cH:36][cH:37]2)[cH:30][cH:31]1)=[O:23].